This data is from the Open Reaction Database (ORD), a public repository of structured organic reaction records. The task is: describe an organic reaction: reactants, conditions, products, and yield The reactants are C[Mg]Cl, CCOC(C)=O, O=Cc1ccc2nc(C(=O)Nc3ccccc3)cn2c1, [Cl-], [NH4+], C1CCOC1. Product: CC(O)c1ccc2nc(C(=O)Nc3ccccc3)cn2c1. RXN SMILES: [CH3:21][Mg:22][Cl:23].[CH3:31][CH2:32][O:33][C:34](=[O:35])[CH3:36].[CH:1](=[O:2])[c:3]1[cH:4][cH:5][c:6]2[n:7]([cH:8]1)[cH:9][c:10]([C:12](=[O:13])[NH:14][c:15]1[cH:16][cH:17][cH:18][cH:19][cH:20]1)[n:11]2.[Cl-:24].[NH4+:25].[O:26]1[CH2:27][CH2:28][CH2:29][CH2:30]1>>[CH:1]([OH:2])([c:3]1[cH:4][cH:5][c:6]2[n:7]([cH:8]1)[cH:9][c:10]([C:12](=[O:13])[NH:14][c:15]1[cH:16][cH:17][cH:18][cH:19][cH:20]1)[n:11]2)[CH3:21].